From a dataset of the Open Reaction Database (ORD), a public repository of structured organic reaction records. describe an organic reaction: reactants, conditions, products, and yield The reactants are Cc1cc(-c2c(-c3ccccc3)c3cc(Br)ccc3[nH]c2=O)on1, [C-]#N, CC#N, [Na+], c1ccc(P(c2ccccc2)(c2ccccc2)[Pd](P(c2ccccc2)(c2ccccc2)c2ccccc2)(P(c2ccccc2)(c2ccccc2)c2ccccc2)P(c2ccccc2)(c2ccccc2)c2ccccc2)cc1. Product: Cc1cc(-c2c(-c3ccccc3)c3cc(C#N)ccc3[nH]c2=O)on1. RXN SMILES: [Br:1][c:2]1[cH:3][c:4]2[c:5](-[c:19]3[cH:20][cH:21][cH:22][cH:23][cH:24]3)[c:6](-[c:13]3[cH:14][c:15]([CH3:18])[n:16][o:17]3)[c:7](=[O:12])[nH:8][c:9]2[cH:10][cH:11]1.[C-:25]#[N:26].[CH3:105][C:106]#[N:107].[Na+:27].[cH:28]1[cH:29][cH:30][c:31]([P:32]([Pd:33]([P:34]([c:35]2[cH:36][cH:37][cH:38][cH:39][cH:40]2)([c:41]2[cH:42][cH:43][cH:44][cH:45][cH:46]2)[c:47]2[cH:48][cH:49][cH:50][cH:51][cH:52]2)([P:53]([c:54]2[cH:55][cH:56][cH:57][cH:58][cH:59]2)([c:60]2[cH:61][cH:62][cH:63][cH:64][cH:65]2)[c:66]2[cH:67][cH:68][cH:69][cH:70][cH:71]2)[P:72]([c:73]2[cH:74][cH:75][cH:76][cH:77][cH:78]2)([c:79]2[cH:80][cH:81][cH:82][cH:83][cH:84]2)[c:85]2[cH:86][cH:87][cH:88][cH:89][cH:90]2)([c:91]2[cH:92][cH:93][cH:94][cH:95][cH:96]2)[c:97]2[cH:98][cH:99][cH:100][cH:101][cH:102]2)[cH:103][cH:104]1>>[c:2]1([C:25]#[N:26])[cH:3][c:4]2[c:5](-[c:19]3[cH:20][cH:21][cH:22][cH:23][cH:24]3)[c:6](-[c:13]3[cH:14][c:15]([CH3:18])[n:16][o:17]3)[c:7](=[O:12])[nH:8][c:9]2[cH:10][cH:11]1. As a reaction SMILES: [CH:1]([SiH:4]([CH:14]([CH3:16])[CH3:15])[C:5]1[CH:13]=[CH:12][C:8]([C:9](Cl)=[O:10])=[CH:7][CH:6]=1)([CH3:3])[CH3:2].[OH-].[Na+].[NH2:19][CH2:20][CH2:21][CH2:22][C:23]([OH:25])=[O:24].Cl>>[CH:1]([SiH:4]([CH:14]([CH3:16])[CH3:15])[C:5]1[CH:13]=[CH:12][C:8]([C:9]([NH:19][CH2:20][CH2:21][CH2:22][C:23]([OH:25])=[O:24])=[O:10])=[CH:7][CH:6]=1)([CH3:3])[CH3:2] |f:1.2|. Product: C(C)(C)[SiH](C1=CC=C(C(=O)NCCCC(=O)O)C=C1)C(C)C (4-[4-(diisopropylsilanyl)benzoylamino]butanoic acid). Reaction conditions: time 8 hour. The reactants are Cl (hydrochloric acid), C(C)(C)[SiH](C1=CC=C(C(=O)Cl)C=C1)C(C)C (4-diisopropylsilanylbenzoyl chloride), [OH-].[Na+] (sodium hydroxide), NCCCC(=O)O (4-aminobutanoic acid). Yield: 65.0%. Procedure details: 4-diisopropylsilanylbenzoyl chloride (2) (1.7 g, 6.7 mmol) was added into 1N sodium hydroxide aqueous solution (9 mL) dissolving 4-aminobutanoic acid (910 mg. 8.94 mmol) and stirred for 8 hours. After the addition of 12N hydrochloric acid to the aqueous solution to reach pH 2, the solution was extracted with 400 mL of CH2Cl2 and an organic layer was then collected. The resulting organic layer was dehydrated with anhydrous sodium sulfate and filtered so that the resulting solvent was distilled ou... Reactants: [BH4-].[Na+] (Sodium tetrahydridoborate), ClC1=C(C(=CC(=C1)Cl)OCC1=CC=CC=C1)/C=C/C(CC(CC(=O)OC)=O)O (methyl (E)-7-(2,4-dichloro-6-phenylmethoxyphenyl)-5-hydroxy-3-oxo-6-heptenoate), Cl (hydrochloric acid). Solvent: O (water), C(C)O (ethanol). Yields the product ClC1=C(C(=CC(=C1)Cl)OCC1=CC=CC=C1)/C=C/C(CC(CC(=O)OC)O)O (Methyl (E)-7-(2,4-Dichloro-6-phenylmethoxyphenyl)-3,5-dihydroxy-6-heptenoate). The yield is 99.4%. RXN SMILES: [BH4-].[Na+].[Cl:3][C:4]1[CH:9]=[C:8]([Cl:10])[CH:7]=[C:6]([O:11][CH2:12][C:13]2[CH:18]=[CH:17][CH:16]=[CH:15][CH:14]=2)[C:5]=1/[CH:19]=[CH:20]/[CH:21]([OH:30])[CH2:22][C:23](=[O:29])[CH2:24][C:25]([O:27][CH3:28])=[O:26].Cl>C(O)C.O>[Cl:3][C:4]1[CH:9]=[C:8]([Cl:10])[CH:7]=[C:6]([O:11][CH2:12][C:13]2[CH:18]=[CH:17][CH:16]=[CH:15][CH:14]=2)[C:5]=1/[CH:19]=[CH:20]/[CH:21]([OH:30])[CH2:22][CH:23]([OH:29])[CH2:24][C:25]([O:27][CH3:28])=[O:26] |f:0.1|. Reported procedure: Sodium tetrahydridoborate (1.55 g, 41.1 mmole) was added with stirring to a cooled solution (5° C.) of methyl (E)-7-(2,4-dichloro-6-phenylmethoxyphenyl)-5-hydroxy-3-oxo-6-heptenoate (34.8 g, 82.3 mmole) in ethanol (200 ml) at a rate sufficient to maintain the internal temperature at 15°-20° C. The resulting solution was stirred with ice-bath cooling for 15 min. and then acidified with 6 N hydrochloric acid. The resulting mixture was diluted with water (500 ml) and extracted with ether (3×250 ml)... Reactants: Cc1cc(C(=O)O)n(C)n1, NCC1CC2CC2N1C(=O)c1nc(N)sc1-c1cccc(F)c1. Yields the product Cc1cc(C(=O)NCC2CC3CC3N2C(=O)c2nc(N)sc2-c2cccc(F)c2)n(C)n1. RXN SMILES: [CH3:24][n:25]1[n:26][c:27]([CH3:33])[cH:28][c:29]1[C:30](=[O:31])[OH:32].[NH2:1][c:2]1[s:3][c:4](-[c:17]2[cH:18][c:19]([F:23])[cH:20][cH:21][cH:22]2)[c:5]([C:7](=[O:8])[N:9]2[CH:10]3[CH2:11][CH:12]3[CH2:13][CH:14]2[CH2:15][NH2:16])[n:6]1>>[NH2:1][c:2]1[s:3][c:4](-[c:17]2[cH:18][c:19]([F:23])[cH:20][cH:21][cH:22]2)[c:5]([C:7](=[O:8])[N:9]2[CH:10]3[CH2:11][CH:12]3[CH2:13][CH:14]2[CH2:15][NH:16][C:30]([c:29]2[n:25]([CH3:24])[n:26][c:27]([CH3:33])[cH:28]2)=[O:31])[n:6]1. Starting materials: C1(CC1)CNC(=O)C=1N=NC(=CC1)Cl (6-chloropyridazine-3-carboxylic acid cyclopropylmethylamide), N1(CCNCC1)C(=O)C1=C(C=CC=C1)C(F)(F)F (piperazin-1-yl-(2-trifluoromethylphenyl)methanone). Yields the product C1(CC1)CNC(=O)C=1N=NC(=CC1)N1CCN(CC1)C(C1=C(C=CC=C1)C(F)(F)F)=O (6-[4-(2-TRIFLUOROMETHYLBENZOYL)PIPERAZIN-1-YL]PYRIDAZINE-3-CARBOXYLIC ACID CYCLOPROPYLMETHYLAMIDE), solid. Isolated yield 31.0%. RXN SMILES: [CH:1]1([CH2:4][NH:5][C:6]([C:8]2[N:9]=[N:10][C:11](Cl)=[CH:12][CH:13]=2)=[O:7])[CH2:3][CH2:2]1.[N:15]1([C:21]([C:23]2[CH:28]=[CH:27][CH:26]=[CH:25][C:24]=2[C:29]([F:32])([F:31])[F:30])=[O:22])[CH2:20][CH2:19][NH:18][CH2:17][CH2:16]1>>[CH:1]1([CH2:4][NH:5][C:6]([C:8]2[N:9]=[N:10][C:11]([N:18]3[CH2:19][CH2:20][N:15]([C:21](=[O:22])[C:23]4[CH:28]=[CH:27][CH:26]=[CH:25][C:24]=4[C:29]([F:32])([F:30])[F:31])[CH2:16][CH2:17]3)=[CH:12][CH:13]=2)=[O:7])[CH2:3][CH2:2]1. Reported procedure: Following the procedure of Example 15, making variations only as required to use 6-chloropyridazine-3-carboxylic acid cyclopropylmethylamide in place of 6-chloropyridazine-3-carboxylic acid (2-cyclopropyl-2-hydroxyethyl)amide to react with piperazin-1-yl-(2-trifluoromethylphenyl)methanone, the title compound was obtained as a white solid (31% yield). 1H NMR (500 MHz, CDCl3) δ 8.16-7.88, 7.75, 7.68-7.46, 7.18, 7.00, 4.17-3.64, 3.21-3.12, 1.07-1.00, 0.61-0.44, 0.26-0.20. The reactants are BrC=1C=C(C=CC1F)C=1N=C(N=NC1)C1=C(C=C(C=C1)F)F (5-(3-Bromo-4-fluorophenyl)-3-(2,4-difluorophenyl)-[1,2,4]triazine), FC(C1=C(C=CC=C1)B(O)O)(F)F (2-trifluoromethylphenylboronic acid). Product: FC1=C(C=CC(=C1)F)C=1N=NC=C(N1)C=1C=CC(=C(C1)C1=C(C=CC=C1)C(F)(F)F)F (3-(2,4-difluorophenyl)-5-(2-fluoro-2′-trifluoromethylbiphenyl-5-yl)-[1,2,4]triazine). Reaction SMILES: Br[C:2]1[CH:3]=[C:4]([C:9]2[N:10]=[C:11]([C:15]3[CH:20]=[CH:19][C:18]([F:21])=[CH:17][C:16]=3[F:22])[N:12]=[N:13][CH:14]=2)[CH:5]=[CH:6][C:7]=1[F:8].[F:23][C:24]([F:35])([F:34])[C:25]1[CH:30]=[CH:29][CH:28]=[CH:27][C:26]=1B(O)O>>[F:22][C:16]1[CH:17]=[C:18]([F:21])[CH:19]=[CH:20][C:15]=1[C:11]1[N:12]=[N:13][CH:14]=[C:9]([C:4]2[CH:5]=[CH:6][C:7]([F:8])=[C:2]([C:26]3[CH:27]=[CH:28][CH:29]=[CH:30][C:25]=3[C:24]([F:35])([F:34])[F:23])[CH:3]=2)[N:10]=1. Procedure: 5-(3-Bromo-4-fluorophenyl)-3-(2,4-difluorophenyl)-[1,2,4]triazine was coupled to 2-trifluoromethylphenylboronic acid by the method of Example 12 to give 3-(2,4-difluorophenyl)-5-(2-fluoro-2′-trifluoromethylbiphenyl-5-yl)-[1,2,4]triazine as a pale yellow solid: δH (400 MHz, CDCl3) 6.98-7.09 (2H, m), 7.35-7.42 (2H, m), 7.65 (2H, dd, J 7.4, 17.6 Hz), 7.84 (1H, d, J 7.8 Hz), 8.21 (1H, dd, J 2.2, 6.8 Hz), 8.28-8.36 (2H, m), 9.61 (1H, s); m/z (ES+) 432. Procedure details: A solution of 1-allyloxycarbonyl-3-t-butyldimethylsilyloxymethylpyrrolidine (29.95 g) in a mixture of concentrated hydrochloric acid (15 ml) and methanol (150 ml) was stirred at ambient temperature for one hour. A 28% solution of sodium methoxide in methanol (35 ml) was added to the mixture. Insoluble material was filtered off and the filtrate was concentrated under reduced pressure to give a syrup. The syrup was subjected to a column chromatography on silica gel (400 g) and eluted with ethyl ac... Yield: 102.6%. Solvent: CO (methanol), CO (methanol). Starting materials: C(C=C)OC(=O)N1CC(CC1)CO[Si](C)(C)C(C)(C)C (1-allyloxycarbonyl-3-t-butyldimethylsilyloxymethylpyrrolidine), Cl (hydrochloric acid), solution, C[O-].[Na+] (sodium methoxide). As a reaction SMILES: [CH2:1]([O:4][C:5]([N:7]1[CH2:11][CH2:10][CH:9]([CH2:12][O:13][Si](C(C)(C)C)(C)C)[CH2:8]1)=[O:6])[CH:2]=[CH2:3].Cl.C[O-].[Na+]>CO>[CH2:1]([O:4][C:5]([N:7]1[CH2:11][CH2:10][CH:9]([CH2:12][OH:13])[CH2:8]1)=[O:6])[CH:2]=[CH2:3] |f:2.3|. Reaction conditions: time 1 hour. Yields the product C(C=C)OC(=O)N1CC(CC1)CO (1-allyloxycarbonyl-3-hydroxymethylpyrrolidine).